This data is from the Open Reaction Database (ORD), a public repository of structured organic reaction records. The task is: describe an organic reaction: reactants, conditions, products, and yield Starting materials: Cc1ccccc1, OB(O)c1ccc(OC(F)(F)F)cc1, CNC(=O)COC(=O)N1CCN(c2ccc(I)cn2)CC1, [Na+], [Na+], O=C([O-])[O-], [Pd]. The product is CNC(=O)COC(=O)N1CCN(c2ccc(-c3ccc(OC(F)(F)F)cc3)cn2)CC1. RXN SMILES: [CH3:43][c:44]1[cH:45][cH:46][cH:47][cH:48][cH:49]1.[F:22][C:23]([O:24][c:25]1[cH:26][cH:27][c:28]([B:31]([OH:32])[OH:33])[cH:29][cH:30]1)([F:34])[F:35].[I:1][c:2]1[cH:3][cH:4][c:5]([N:8]2[CH2:9][CH2:10][N:11]([C:14](=[O:15])[O:16][CH2:17][C:18](=[O:19])[NH:20][CH3:21])[CH2:12][CH2:13]2)[n:6][cH:7]1.[Na+:36].[Na+:37].[O-:38][C:39](=[O:40])[O-:41].[Pd:42]>>[c:2]1(-[c:28]2[cH:27][cH:26][c:25]([O:24][C:23]([F:22])([F:34])[F:35])[cH:30][cH:29]2)[cH:3][cH:4][c:5]([N:8]2[CH2:9][CH2:10][N:11]([C:14](=[O:15])[O:16][CH2:17][C:18](=[O:19])[NH:20][CH3:21])[CH2:12][CH2:13]2)[n:6][cH:7]1.